This data is from the Open Reaction Database (ORD), a public repository of structured organic reaction records. The task is: describe an organic reaction: reactants, conditions, products, and yield The reactants are O=C(O)C1CCCN1C(=O)OCc1ccccc1, ClCCCl, NC1CC1, CN(C)C=O, On1nnc2ccccc21. The product is O=C(NC1CC1)C1CCCN1C(=O)OCc1ccccc1. RXN SMILES: [C:1](=[O:2])([O:3][CH2:4][c:5]1[cH:6][cH:7][cH:8][cH:9][cH:10]1)[N:11]1[CH:12]([C:13](=[O:14])[OH:15])[CH2:16][CH2:17][CH2:18]1.[CH2:33]([Cl:34])[CH2:35][Cl:36].[CH:19]1([NH2:22])[CH2:20][CH2:21]1.[O:37]=[CH:38][N:39]([CH3:40])[CH3:41].[OH:23][n:24]1[c:25]2[c:26]([cH:27][cH:28][cH:29][cH:30]2)[n:31][n:32]1>>[C:1](=[O:2])([O:3][CH2:4][c:5]1[cH:6][cH:7][cH:8][cH:9][cH:10]1)[N:11]1[CH:12]([C:13](=[O:15])[NH:22][CH:19]2[CH2:20][CH2:21]2)[CH2:16][CH2:17][CH2:18]1. Reactants: O[C@H]1C[C@@H]2CC[C@H]3[C@@H]4CC[C@H](C(C)=O)[C@]4(CC([C@@H]3[C@]2(CC1)C)=O)C (3α-hydroxy-5α-pregnane-11,20-dione), FC(C(=O)OC(C(F)(F)F)=O)(F)F (trifluoroacetic anhydride), FC(C(=O)OC(C(F)(F)F)=O)(F)F (trifluoroacetic anhydride), N1=CC=CC=C1 (pyridine). The solvent is C(Cl)Cl (methylene dichloride), C(Cl)Cl (methylene dichloride). Conditions: time 0.5 hour. The product is FC(C(=O)O[C@H]1C[C@@H]2CC[C@H]3[C@@H]4CC[C@H](C(C)=O)[C@]4(CC([C@@H]3[C@]2(CC1)C)=O)C)(F)F (3α-Trifluoroacetoxy-5α-pregnane-11,20-dione). Reaction SMILES: F[C:2](F)(F)[C:3]([O:5][C:6](=[O:11])[C:7]([F:10])([F:9])[F:8])=O.N1C=CC=CC=1.O[C@@H]1[CH2:40][CH2:39][C@@:38]2([CH3:41])[C@@H:23]([CH2:24][CH2:25][C@@H:26]3[C@@H:37]2[C:36](=[O:42])[CH2:35][C@@:34]2([CH3:43])[C@H:27]3[CH2:28][CH2:29][C@@H:30]2[C:31](=[O:33])[CH3:32])C1>C(Cl)Cl>[F:8][C:7]([F:10])([F:9])[C:6]([O:5][C@@H:3]1[CH2:40][CH2:39][C@@:38]2([CH3:41])[C@@H:23]([CH2:24][CH2:25][C@@H:26]3[C@@H:37]2[C:36](=[O:42])[CH2:35][C@@:34]2([CH3:43])[C@H:27]3[CH2:28][CH2:29][C@@H:30]2[C:31](=[O:33])[CH3:32])[CH2:2]1)=[O:11]. Procedure: A solution of trifluoroacetic anhydride (0.34 ml.) and pyridine (0.24 ml.) in methylene dichloride (10 ml.) was added to a cooled (-80°) and stirred solution of 3α-hydroxy-5α-pregnane-11,20-dione (0.50 g.) in methylene dichloride (20 ml.) and the mixture was allowed to warm up to room temperature. After 11/2 hours more trifluoroacetic anhydride (0.34 ml.) was added and the reaction was complete after 1/2 hour more. The solution was washed successively with water, sodium bicarbonate solution and ... The reactants are C1(CCCCC1)NC1CCCCC1.C(C)(C)(C)OC(=O)N[C@@H](CNC(=O)OC(C)(C)C)C(=O)O (N-(tert-butoxycarbonyl)-3-((tert-butoxycarbonyl)amino)-L-alanine N,N-dicyclohexylamine salt), Cl.CN(CCCN=C=NCC)C (1-(3-dimethylaminopropyl)-3-ethylcarbodiimide hydrochloride), O.ON1N=NC2=C1C=CC=C2 (1-hydroxy-1H-benzotriazole hydrate), C(C)(C)N(C(C)C)CC (N,N-diisopropylethylamine), FC(C(=O)O)(F)F.N[C@@H](C)C(=O)OCCOC1=CC=C(C=C1)C1=C(C(=NC(=C1C#N)N1CCCC1)SCC=1N=C(SC1)C1=CC=C(C=C1)Cl)C#N (2-{4-(2-({(2-(4-chlorophenyl)-1,3-thiazol-4-yl)methyl}sulfanyl)-3,5-dicyano-6-(pyrrolidin-1-yl)pyridin-4-yl)phenoxy}ethyl L-alaninate trifluoroacetate). Run in CN(C)C=O (DMF). Reaction conditions: time 8 hour. Yields the product C(C)(C)(C)OC(=O)N[C@@H](CNC(=O)OC(C)(C)C)C(=O)N[C@@H](C)C(=O)OCCOC1=CC=C(C=C1)C1=C(C(=NC(=C1C#N)N1CCCC1)SCC=1N=C(SC1)C1=CC=C(C=C1)Cl)C#N (2-{4-(2-({(2-(4-Chlorophenyl)-1,3-thiazol-4-yl)methyl}sulfanyl)-3,5-dicyano-6-(pyrrolidin-1-yl)pyridin-4-yl)phenoxy}ethyl N-(tert-butoxycarbonyl)-3-((tert-butoxycarbonyl)amino)-L-alanyl-L-alaninate). RXN SMILES: C1(N[CH:8]2[CH2:13][CH2:12][CH2:11][CH2:10][CH2:9]2)CCCCC1.[C:14]([O:18][C:19]([NH:21][C@H:22]([C:32]([OH:34])=O)[CH2:23][NH:24][C:25]([O:27][C:28]([CH3:31])([CH3:30])[CH3:29])=[O:26])=[O:20])([CH3:17])([CH3:16])[CH3:15].[ClH:35].CN(C)CCCN=C=NCC.O.ON1C2C=CC=CC=2N=N1.C(N(CC)C(C)C)(C)C.FC(F)(F)C(O)=O.[NH2:74][C@H:75]([C:77]([O:79][CH2:80][CH2:81][O:82][C:83]1[CH:88]=[CH:87][C:86]([C:89]2[C:94]([C:95]#[N:96])=[C:93]([N:97]3[CH2:101][CH2:100][CH2:99][CH2:98]3)[N:92]=[C:91]([S:102][CH2:103][C:104]3[N:105]=[C:106](C4C=CC(Cl)=CC=4)[S:107][CH:108]=3)[C:90]=2[C:116]#[N:117])=[CH:85][CH:84]=1)=[O:78])[CH3:76]>CN(C=O)C>[C:14]([O:18][C:19]([NH:21][C@H:22]([C:32]([NH:74][C@H:75]([C:77]([O:79][CH2:80][CH2:81][O:82][C:83]1[CH:88]=[CH:87][C:86]([C:89]2[C:94]([C:95]#[N:96])=[C:93]([N:97]3[CH2:98][CH2:99][CH2:100][CH2:101]3)[N:92]=[C:91]([S:102][CH2:103][C:104]3[N:105]=[C:106]([C:8]4[CH:9]=[CH:10][C:11]([Cl:35])=[CH:12][CH:13]=4)[S:107][CH:108]=3)[C:90]=2[C:116]#[N:117])=[CH:85][CH:84]=1)=[O:78])[CH3:76])=[O:34])[CH2:23][NH:24][C:25]([O:27][C:28]([CH3:29])([CH3:30])[CH3:31])=[O:26])=[O:20])([CH3:15])([CH3:16])[CH3:17] |f:0.1,2.3,4.5,7.8|. Procedure: 351 mg (0.724 mmol) of N-(tert-butoxycarbonyl)-3-((tert-butoxycarbonyl)amino)-L-alanine N,N-dicyclohexylamine salt together with 151 mg (0.790 mmol) of 1-(3-dimethylaminopropyl)-3-ethylcarbodiimide hydrochloride, 151 mg (0.988 mmol) of 1-hydroxy-1H-benzotriazole hydrate and 0.574 ml (3.293 mmol) of N,N-diisopropylethylamine were dissolved in 10 ml of DMF, after which 500 mg (0.659 mmol) of 2-{4-(2-({(2-(4-chlorophenyl)-1,3-thiazol-4-yl)methyl}sulfanyl)-3,5-dicyano-6-(pyrrolidin-1-yl)pyridin-4-yl... Reactants: SC=1SC=C(N1)CC(=O)OCC (ethyl 2-mercapto-4-thiazole acetate), [H-].[Na+] (sodium hydride), CN(C=O)C (N,N-dimethylformamide), CNC (dimethylamine). Solvent: C(C)(=O)OCC (ethyl acetate), O (water), O1CCCC1 (tetrahydrofuran). Reaction conditions: time 1 hour. The product is CN(C(CC=1N=C(SC1)S)=O)C (N,N-dimethyl-2-mercapto-4-thiazole acetamide). Reaction SMILES: [H-].[Na+].[CH3:3][N:4]([CH3:7])[CH:5]=[O:6].CNC.[SH:11][C:12]1[S:13][CH:14]=[C:15]([CH2:17]C(OCC)=O)[N:16]=1>O1CCCC1.C(OCC)(=O)C.O>[CH3:3][N:4]([CH3:7])[C:5](=[O:6])[CH2:17][C:15]1[N:16]=[C:12]([SH:11])[S:13][CH:14]=1 |f:0.1|. Procedure details: To a mixture of sodium hydride (24 mg) and N,N-dimethylformamide (4.0 ml) was added a solution of dimethylamine (54 mg) in tetrahydrofuran (320 μl) at -10° C. After stirring at room temperature for 1 hour, ethyl 2-mercapto-4-thiazole acetate (203 mg) was added to the mixture at room temperature. After stirring at room temperature for 3 hours, the mixture was poured into a mixture of water and ethyl acetate. The organic layer was washed with saturated sodium chloride solution, dried over magnesiu... Reactants: CC1=CC2=C(CNCCC2O)O1 (2-methyl-5,6,7,8-tetrahydro-4H-furo[2,3-c]azepin-4-ol), BrC=1C(=C(C=CC1)F)Cl (3-bromo-2-chloro-1-fluorobenzene). Yields the product Cl.BrC=1C(=C(C=CC1)OC1C2=C(CNCC1)OC(=C2)C)Cl (4-(3-Bromo-2-chlorophenyloxy)-2-methyl-5,6,7,8-tetrahydro-4H-furo[2,3-c]azepine hydrochloride). Reaction SMILES: [CH3:1][C:2]1[O:12][C:5]2[CH2:6][NH:7][CH2:8][CH2:9][CH:10]([OH:11])[C:4]=2[CH:3]=1.[Br:13][C:14]1[C:15]([Cl:21])=[C:16](F)[CH:17]=[CH:18][CH:19]=1>>[ClH:21].[Br:13][C:14]1[C:15]([Cl:21])=[C:16]([O:11][CH:10]2[CH2:9][CH2:8][NH:7][CH2:6][C:5]3[O:12][C:2]([CH3:1])=[CH:3][C:4]2=3)[CH:17]=[CH:18][CH:19]=1 |f:2.3|. Procedure: The same method as in Example 3 was conducted using 2-methyl-5,6,7,8-tetrahydro-4H-furo[2,3-c]azepin-4-ol (Reference Example 44) instead of 6-methyl-4,5,6,7-tetrahydrothieno[2,3-c]pyridin-4-ol (Reference Example 6) and was conducted using 3-bromo-2-chloro-1-fluorobenzene instead of 1,3-difluorobenzene to give the objective compound. The reactants are CC=1C(=NOC1C)N(S(=O)(=O)C=1C(=CC=CC1)C1=C(C=C(C=C1)C1=NC=CC=N1)CN1C(C(CC1)(C)C)=O)COCCOC (N-(4,5-dimethyl-3-isoxazolyl)-2'-[(3,3-dimethyl-2-oxo-1-pyrrolidinyl)methyl]-N-[(2-methoxyethoxy)methyl]-4'-(2-pyrimidinyl)[1,1'-biphenyl]-2-sulfonamide), C[Si](C)(C)Cl (trimethylsilyl chloride), O (H2O), [Si](C)(C)(C)Cl (Me3SiCl), [Na+].[I-] (NaI), [Na+].[I-] (NaI). The solvent is CC#N (CH3CN), CCOC(=O)C (EtOAc). Run at time 1 hour. Yields the product CC=1C(=NOC1C)NS(=O)(=O)C=1C(=CC=CC1)C1=C(C=C(C=C1)C1=NC=CC=N1)CN1C(C(CC1)(C)C)=O (N-(4,5-Dimethyl-3-isoxazolyl)-2'-[(3,3-dimethyl-2-oxo-1-pyrrolidinyl)methyl]-4'-(2-pyrimidinyl)[1,1'-biphenyl]-2-sulfonamide). As a reaction SMILES: [CH3:1][C:2]1[C:3]([N:8](COCCOC)[S:9]([C:12]2[C:13]([C:18]3[CH:23]=[CH:22][C:21]([C:24]4[N:29]=[CH:28][CH:27]=[CH:26][N:25]=4)=[CH:20][C:19]=3[CH2:30][N:31]3[CH2:35][CH2:34][C:33]([CH3:37])([CH3:36])[C:32]3=[O:38])=[CH:14][CH:15]=[CH:16][CH:17]=2)(=[O:11])=[O:10])=[N:4][O:5][C:6]=1[CH3:7].C[Si](Cl)(C)C.[Na+].[I-].O>CC#N.CCOC(C)=O>[CH3:1][C:2]1[C:3]([NH:8][S:9]([C:12]2[C:13]([C:18]3[CH:23]=[CH:22][C:21]([C:24]4[N:29]=[CH:28][CH:27]=[CH:26][N:25]=4)=[CH:20][C:19]=3[CH2:30][N:31]3[CH2:35][CH2:34][C:33]([CH3:36])([CH3:37])[C:32]3=[O:38])=[CH:14][CH:15]=[CH:16][CH:17]=2)(=[O:11])=[O:10])=[N:4][O:5][C:6]=1[CH3:7] |f:2.3|. Procedure: To the solution of N-(4,5-dimethyl-3-isoxazolyl)-2'-[(3,3-dimethyl-2-oxo-1-pyrrolidinyl)methyl]-N-[(2-methoxyethoxy)methyl]-4'-(2-pyrimidinyl)[1,1'-biphenyl]-2-sulfonamide in 5.1 ml of CH3CN, trimethylsilyl chloride ("Me3SiCl", 166 mg, 1.53 mmol) was added, followed by NaI (229 mg, 1.53 mmol). The mixture was stirred at room temperature for 1 hr. Additional Me3SiCl (166 mg, 1.53 mmol) and NaI (229 mg, 1.53 mmol) were added in three portions and the reaction was stirred for an additional 1 hr and...